The task is: describe an organic reaction: reactants, conditions, products, and yield. This data is from the Open Reaction Database (ORD), a public repository of structured organic reaction records. Starting materials: [Si](C)(C)(C(C)(C)C)O[C@@H](CCC[C@@H](/C=C/[C@@H]1[C@H]([C@@H](C[C@H]1OC1OCCCC1)Cl)C\C=C/CCCC(=O)OCC=C)O)C ((Z)-allyl 7-((1R,2R,3R,5R)-2-((3S,7R,E)-7-(tert-butyldimethylsilyloxy)-3-hydroxyoct-1-enyl)-5-chloro-3-(tetrahydro-2H-pyran-2-yloxy)cyclopentyl)hept-5-enoate), CCCC[N+](CCCC)(CCCC)CCCC.[F-].C1CCOC1 (TBAF THF). The product is Cl[C@@H]1C[C@H]([C@@H]([C@H]1C\C=C/CCCC(=O)OCC=C)\C=C\[C@H](CCC[C@@H](C)O)O)OC1OCCCC1 ((Z)-allyl 7-((1R,2R,3R,5R)-5-chloro-2-((3S,7R,E)-3,7-dihydroxyoct-1-enyl)-3-(tetrahydro-2H-pyran-2-yloxy)cyclopentyl)hept-5-enoate). Isolated yield 79.3%. RXN SMILES: [Si]([O:8][C@H:9]([CH3:42])[CH2:10][CH2:11][CH2:12][C@H:13]([OH:41])/[CH:14]=[CH:15]/[C@H:16]1[C@H:20]([O:21][CH:22]2[CH2:27][CH2:26][CH2:25][CH2:24][O:23]2)[CH2:19][C@@H:18]([Cl:28])[C@@H:17]1[CH2:29]/[CH:30]=[CH:31]\[CH2:32][CH2:33][CH2:34][C:35]([O:37][CH2:38][CH:39]=[CH2:40])=[O:36])(C(C)(C)C)(C)C.CCCC[N+](CCCC)(CCCC)CCCC.[F-].C1COCC1>>[Cl:28][C@H:18]1[C@H:17]([CH2:29]/[CH:30]=[CH:31]\[CH2:32][CH2:33][CH2:34][C:35]([O:37][CH2:38][CH:39]=[CH2:40])=[O:36])[C@@H:16](/[CH:15]=[CH:14]/[C@@H:13]([OH:41])[CH2:12][CH2:11][CH2:10][C@H:9]([OH:8])[CH3:42])[C@H:20]([O:21][CH:22]2[CH2:27][CH2:26][CH2:25][CH2:24][O:23]2)[CH2:19]1 |f:1.2.3|. Procedure details: A solution of silyl ether 7 (270 mg, 0.43 mmol) was stirred at 30° C. with 2 mL (2 mmol) of 1.0M TBAF/THF in a vial for 20 h. TLC indicated starting material was mostly desilylated and the reaction was concentrated in vacuo. The residual crude products were taken up in 50 mL of ethyl acetate and washed sequentially with saturated ammonium chloride (50 mL), brine (50 mL), and dried over 10 g of anhydrous sodium sulfate. The mixture was filtered and concentrated in vacuo. The residual products wer... Reported procedure: To a solution of (4-bromo-2-chlorophenyl)methanol (2.8 g, 12.8 mmol) that was obtained in Example 24 (24e) in dichloromethane (50 ml) was added pyridinium dichromate (7.2 g, 19.2 mmol) with stirring, and the resulting mixture was stirred at room temperature for 1 hour. After stirring, ether (250 ml) was added to the reaction mixture under stirring, and the resulting mixture was filtered with Celite. The filtrate was evaporated in vacuo, and the crude product of the title compound thus obtained w... Starting materials: BrC1=CC(=C(C=C1)CO)Cl ((4-bromo-2-chlorophenyl)methanol), CCOCC (ether), Example 24 ( 24e ), [Cr](=O)(=O)([O-])O[Cr](=O)(=O)[O-].[NH+]1=CC=CC=C1.[NH+]1=CC=CC=C1 (pyridinium dichromate). Product: BrC1=CC(=C(C=O)C=C1)Cl (4-Bromo-2-chlorobenzaldehyde). RXN SMILES: [Br:1][C:2]1[CH:7]=[CH:6][C:5]([CH2:8][OH:9])=[C:4]([Cl:10])[CH:3]=1.[Cr](O[Cr]([O-])(=O)=O)([O-])(=O)=O.[NH+]1C=CC=CC=1.[NH+]1C=CC=CC=1.CCOCC>ClCCl>[Br:1][C:2]1[CH:7]=[CH:6][C:5]([CH:8]=[O:9])=[C:4]([Cl:10])[CH:3]=1 |f:1.2.3|. Run in ClCCl (dichloromethane).